From a dataset of the Open Reaction Database (ORD), a public repository of structured organic reaction records. describe an organic reaction: reactants, conditions, products, and yield The solvent is CN(C)C=O (DMF). Yield: 65.2%. Starting materials: ice water, [H-].[Na+] (NaH), C(C)(C)(C)OC(=O)N1[C@H](CCC1)COS(=O)(=O)C1=CC=C(C=C1)C ((R)-2-(toluene-4-sulfonyloxymethyl)-pyrrolidine-1-carboxylic acid tert-butyl ester), C(C1=CC=CC=C1)OC1=CC=C(C=C1)O (p-benzyloxy phenol). RXN SMILES: [H-].[Na+].[CH2:3]([O:10][C:11]1[CH:16]=[CH:15][C:14]([OH:17])=[CH:13][CH:12]=1)[C:4]1[CH:9]=[CH:8][CH:7]=[CH:6][CH:5]=1.[C:18]([O:22][C:23]([N:25]1[CH2:29][CH2:28][CH2:27][C@@H:26]1[CH2:30]OS(C1C=CC(C)=CC=1)(=O)=O)=[O:24])([CH3:21])([CH3:20])[CH3:19]>CN(C=O)C>[C:18]([O:22][C:23]([N:25]1[CH2:29][CH2:28][CH2:27][C@@H:26]1[CH2:30][O:17][C:14]1[CH:13]=[CH:12][C:11]([O:10][CH2:3][C:4]2[CH:5]=[CH:6][CH:7]=[CH:8][CH:9]=2)=[CH:16][CH:15]=1)=[O:24])([CH3:21])([CH3:19])[CH3:20] |f:0.1|. Reaction conditions: time 30 minute. Procedure details: To a 250 mL round bottomed flask which contained a suspension of NaH (1 g, 24 mmol) in DMF (100 mL) was added p-benzyloxy phenol (4 g, 20 mmol) at 0° C., The mixture was allowed to warm to rt and stir at rt for 30 min then cooled to 0° C. To this reaction mixture was added (R)-2-(toluene-4-sulfonyloxymethyl)-pyrrolidine-1-carboxylic acid tert-butyl ester (7.1 g, 20 mmol) at 0° C. The resulting mixture was allowed warm to rt and stir at rt for 30 min and then was heated to 95° C. for 5 h. After c... The product is C(C)(C)(C)OC(=O)N1[C@H](CCC1)COC1=CC=C(C=C1)OCC1=CC=CC=C1 ((R)-2-(4-Benzyloxy-phenoxymethyl)-pyrrolidine-1-carboxylic acid tert-butyl ester).